Dataset: the Open Reaction Database (ORD), a public repository of structured organic reaction records. Task: describe an organic reaction: reactants, conditions, products, and yield The reactants are CC(C)(C)C(=O)OCCl, CN(C)CC(c1ccc(O)cc1)C1(O)CCCCC1, CC#N. Product: CN(C)CC(c1ccc(OCOC(=O)C(C)(C)C)cc1)C1(O)CCCCC1. RXN SMILES: [C:20]([C:21]([CH3:22])([CH3:23])[CH3:24])(=[O:25])[O:26][CH2:27][Cl:28].[CH3:1][N:2]([CH2:3][CH:4]([C:5]1([OH:11])[CH2:6][CH2:7][CH2:8][CH2:9][CH2:10]1)[c:12]1[cH:13][cH:14][c:15]([OH:18])[cH:16][cH:17]1)[CH3:19].[CH3:29][C:30]#[N:31]>>[CH3:1][N:2]([CH2:3][CH:4]([C:5]1([OH:11])[CH2:6][CH2:7][CH2:8][CH2:9][CH2:10]1)[c:12]1[cH:13][cH:14][c:15]([O:18][CH2:27][O:26][C:20]([C:21]([CH3:22])([CH3:23])[CH3:24])=[O:25])[cH:16][cH:17]1)[CH3:19]. The reactants are [H-].[Al+3].[Li+].[H-].[H-].[H-] (Lithium aluminium hydride), FC1=C(C(=O)O)C(=C(C=C1F)F)F (2,3,5,6-tetrafluorobenzoic acid), [H-].[Al+3].[Li+].[H-].[H-].[H-] (lithium aluminium hydride), C(C)O (ethyl alcohol), O (water). Reaction conditions: time 3 hour. RXN SMILES: [H-].[Al+3].[Li+].[H-].[H-].[H-].[F:7][C:8]1[C:16]([F:17])=[CH:15][C:14]([F:18])=[C:13]([F:19])[C:9]=1[C:10](O)=[O:11].C(O)C.O>CCOCC>[F:7][C:8]1[C:16]([F:17])=[CH:15][C:14]([F:18])=[C:13]([F:19])[C:9]=1[CH2:10][OH:11] |f:0.1.2.3.4.5|. Solvent: CCOCC (ether). Reported procedure: Lithium aluminium hydride (4.6 g) was added in small portions to a stirred solution of 2,3,5,6-tetrafluorobenzoic acid (30.0 g) in dry ether (600 ml) at the ambient temperature, and stirring continued for a period of 3 hours. After decomposition of the excess lithium aluminium hydride with ethyl alcohol, water was added in excess and the ethereal phase separated, washed with water, and concentrated to yield crude 2,3,5,6-tetrafluorobenzyl alcohol (13.0 g) as a colourless oil. The yield is 46.7%. Yields the product FC1=C(CO)C(=C(C=C1F)F)F (2,3,5,6-tetrafluorobenzyl alcohol).